Task: describe an organic reaction: reactants, conditions, products, and yield. Dataset: the Open Reaction Database (ORD), a public repository of structured organic reaction records Reactants: O(C1=CC=CC=C1)C(=O)N=C=O (phenoxycarbonylisocyanate), NC=1C=C(C(=CC1)OC)OC (4-aminoveratrole), NC=1C=C(C(=CC1)OC)OC (4-aminoveratrole). The solvent is O1CCOCC1 (dioxane), O1CCOCC1 (dioxane). Yields the product COC=1C=C(C=CC1OC)NC(=O)NC(=O)OC1=CC=CC=C1 (1-(3,4-dimethoxyphenyl)-3-phenoxycarbonylurea). Reaction SMILES: [O:1]([C:8]([N:10]=[C:11]=[O:12])=[O:9])[C:2]1[CH:7]=[CH:6][CH:5]=[CH:4][CH:3]=1.[NH2:13][C:14]1[CH:15]=[C:16]([O:22][CH3:23])[C:17]([O:20][CH3:21])=[CH:18][CH:19]=1>O1CCOCC1>[CH3:23][O:22][C:16]1[CH:15]=[C:14]([NH:13][C:11]([NH:10][C:8]([O:1][C:2]2[CH:7]=[CH:6][CH:5]=[CH:4][CH:3]=2)=[O:9])=[O:12])[CH:19]=[CH:18][C:17]=1[O:20][CH3:21]. Procedure: To a solution of phenoxycarbonylisocyanate (7.0 g., 0.043 mole) in 50 ml. of dioxane is added 4-aminoveratrole (6.57 g., 0.043 mole) under a nitrogen atmosphere while maintaining a temperature of 20°-25°. Following the addition of the 4-aminoveratrole, a second 50 ml. portion of dioxane is added and the solution refluxed for a period of one hour. Concentration of the reaction mixture under reduced pressure provides an oily solid residue. Titration of this residual material with about 40 ml. of c... Reactants: ClC1=C(C=C(C(=C1)Cl)OC(=O)OC)N1C(N2C(=CCCC2)C1=O)=O (2-(2,4-dichloro-5-methoxycarbonyloxyphenyl)-5,6-dihydroimidazo [1,5-a] pyridine-1,3[2H, 7H]-dione), C([O-])([O-])=O.[K+].[K+] (potassium carbonate), Cl (Hydrochloric acid). Yields the product ClC1=C(C=C(C(=C1)Cl)O)N1C(N2C(=CCCC2)C1=O)=O (2-(2,4-dichloro-5-hydroxyphenyl)-5,6-dihydroimidazo [1,5-a] pyridine-1,3[2H, 7H]-dione). Solvent: CO (methanol). The yield is 80.4%. Procedure: A methanol (10 mL) solution of 2-(2,4-dichloro-5-methoxycarbonyloxyphenyl)-5,6-dihydroimidazo [1,5-a] pyridine-1,3[2H, 7H]-dione (0.50 g, 1.35 mmol) and potassium carbonate (0.19 g, 1.35 mmol) was stirred at 50°-60° C. for 2 hours. 1N Hydrochloric acid (20 mL) was added to the resulting mixture, and the organic layer was separated and then the aqueous layer was extracted with ethyl acetate (10 mL×2 times). The organic layer combined was washed with a saturated sodium chloride solution (30 mL) an... As a reaction SMILES: [Cl:1][C:2]1[CH:7]=[C:6]([Cl:8])[C:5]([O:9]C(OC)=O)=[CH:4][C:3]=1[N:14]1[C:22](=[O:23])[C:17]2=[CH:18][CH2:19][CH2:20][CH2:21][N:16]2[C:15]1=[O:24].C(=O)([O-])[O-].[K+].[K+].Cl>CO>[Cl:1][C:2]1[CH:7]=[C:6]([Cl:8])[C:5]([OH:9])=[CH:4][C:3]=1[N:14]1[C:22](=[O:23])[C:17]2=[CH:18][CH2:19][CH2:20][CH2:21][N:16]2[C:15]1=[O:24] |f:1.2.3|. Reaction SMILES: [NH2:1][C:2]1([C:9]#[N:10])[CH2:7][CH2:6][N:5]([CH3:8])[CH2:4][CH2:3]1.ClCCCl.[C:15]([C:17]1[CH:22]=[CH:21][C:20]([N:23]2C(=O)C3(CCOCC3)N(CCCC(O)=O)[C:24]2=[O:40])=[CH:19][C:18]=1[C:41]([F:44])([F:43])[F:42])#[N:16]>C(N(CC)CC)C>[NH:10]=[C:9]1[C:2]2([CH2:7][CH2:6][N:5]([CH3:8])[CH2:4][CH2:3]2)[NH:1][C:24](=[O:40])[N:23]1[C:20]1[CH:21]=[CH:22][C:17]([C:15]#[N:16])=[C:18]([C:41]([F:42])([F:43])[F:44])[CH:19]=1. Starting materials: NC1(CCN(CC1)C)C#N (4-amino-1-methyl-piperidine-4-carbonitrile), C(#N)C1=C(C=C(C=C1)N1C(N(C2(C1=O)CCOCC2)CCCC(=O)O)=O)C(F)(F)F (3-(4-cyano-3-(trifluoromethyl)-phenyl)-2,4-dioxo-8-oxa-1,3-diazaspiro[4.5]decan-1-butanoic acid), ClCCCl (1,2-dichlorethane), ice. The product is N=C1N(C(NC12CCN(CC2)C)=O)C2=CC(=C(C#N)C=C2)C(F)(F)F (4-(4-imino-8-methyl-2-oxo-1,3,8-triazaspiro[4.5]-decan-3-yl)-2-(trifluoromethyl)-benzonitrile). Procedure details: Using the procedure of Stage 2 of Example 20, 153 mg of the product of Stage 1 of Example 20, 1.5 ml of 1,2-dichlorethane and 0.1 ml of triethylamine were reacted and the solution was placed in an ice-cooled water bath. 1 ml of the product of Example 7 of European Patent Application EP 0,494,819 was added and the mixture was allowed to return to ambient temperature. The reaction medium stood for one hour, was dried and the residue was purified on silica with methylene chloride-methanol: 7-3 as e... Solvent: C(C)N(CC)CC (triethylamine). Run at time 1 hour. Reactants: C(=O)(C(F)(F)F)O (TFA), FC1=C(C(=CC=C1)F)C1=NC2=C(C=3C=CC(=CC13)CO)N(N=C2NC2CCN(CC2)S(=O)(=O)C)COCC[Si](C)(C)C ([5-(2,6-difluorophenyl)-3-{[1-(methylsulphonyl)piperidin-4-yl]amino}-1-{[2-(trimethylsilyl)ethoxy]methyl}-1H-pyrazolo[4,3-c]isoquinolin-7-yl]methanol), N (ammonia). Solvent: O (water), C(Cl)Cl (DCM). Run at temperature 0 celsius, time 2 hour. Product: FC1=C(C(=CC=C1)F)C1=NC2=C(C=3C=CC(=CC13)CO)NN=C2NC2CCN(CC2)S(=O)(=O)C ([5-(2,6-difluorophenyl)-3-{[1-(methylsulphonyl)piperidin-4-yl]amino}-1H-pyrazolo[4,3-c]isoquinolin-7-yl]methanol). Yield: 35.8%. Reaction SMILES: [F:1][C:2]1[CH:7]=[CH:6][CH:5]=[C:4]([F:8])[C:3]=1[C:9]1[C:18]2[CH:17]=[C:16]([CH2:19][OH:20])[CH:15]=[CH:14][C:13]=2[C:12]2[N:21](COCC[Si](C)(C)C)[N:22]=[C:23]([NH:24][CH:25]3[CH2:30][CH2:29][N:28]([S:31]([CH3:34])(=[O:33])=[O:32])[CH2:27][CH2:26]3)[C:11]=2[N:10]=1.C(O)(C(F)(F)F)=O.N>C(Cl)Cl.O>[F:8][C:4]1[CH:5]=[CH:6][CH:7]=[C:2]([F:1])[C:3]=1[C:9]1[C:18]2[CH:17]=[C:16]([CH2:19][OH:20])[CH:15]=[CH:14][C:13]=2[C:12]2[NH:21][N:22]=[C:23]([NH:24][CH:25]3[CH2:30][CH2:29][N:28]([S:31]([CH3:34])(=[O:32])=[O:33])[CH2:27][CH2:26]3)[C:11]=2[N:10]=1. Procedure: A 30 ml round-bottomed flask equipped with a magnetic stirrer and with a septum having a top-mounted argon intake is charged with 46 mg of [5-(2,6-difluorophenyl)-3-{[1-(methylsulphonyl)piperidin-4-yl]amino}-1-{[2-(trimethylsilyl)ethoxy]methyl}-1H-pyrazolo[4,3-c]isoquinolin-7-yl]methanol in 4 ml of DCM. After cooling to 0° C. using an ice bath, 0.45 ml of TFA are added and the mixture is stirred at RT for 2 h. It is concentrated under RP and the solid obtained is taken up in 25 ml of water and 0... Reactants: COc1ccc([N+](=O)[O-])nc1C=O, Cc1ccccc1, O, OCCO, Cc1ccc(S(=O)(=O)O)cc1. Product: COc1ccc([N+](=O)[O-])nc1C1OCCO1. Reaction SMILES: [CH3:1][O:2][c:3]1[c:4]([CH:12]=[O:13])[n:5][c:6]([N+:9](=[O:10])[O-:11])[cH:7][cH:8]1.[CH3:30][c:31]1[cH:32][cH:33][cH:34][cH:35][cH:36]1.[OH2:29].[OH:14][CH2:15][CH2:16][OH:17].[c:18]1([CH3:19])[cH:20][cH:21][c:22]([S:23]([OH:24])(=[O:25])=[O:26])[cH:27][cH:28]1>>[CH3:1][O:2][c:3]1[c:4]([CH:12]2[O:13][CH2:16][CH2:15][O:14]2)[n:5][c:6]([N+:9](=[O:10])[O-:11])[cH:7][cH:8]1. Reactants: CN(C)CCC(C=1SC=CC1)OC1=CC=CC2=CC=CC=C12.C(=O)([O-])[C@@H](O)[C@H](O)C(=O)[O-] ((RS)—N,N-dimethyl-3-(naphthyloxy)-3-(2-thienyl)propylamine D-tartrate), C(C)OCC (diethylether). The solvent is C1CCOC1 (THF), O (water). The product is CN(C)CC[C@@H](C=1SC=CC1)OC1=CC=CC2=CC=CC=C12.C(=O)([O-])[C@@H](O)[C@H](O)C(=O)[O-] ((S)—N,N-dimethyl-3-(naphthyloxy)-3-(2-thienyl)propylamine D-tartrate). Reaction SMILES: [CH3:1][N:2]([CH2:4][CH2:5][CH:6]([O:12][C:13]1[C:22]2[C:17](=[CH:18][CH:19]=[CH:20][CH:21]=2)[CH:16]=[CH:15][CH:14]=1)[C:7]1[S:8][CH:9]=[CH:10][CH:11]=1)[CH3:3].[C:23]([C@H:26]([C@@H:28]([C:30]([O-:32])=[O:31])[OH:29])[OH:27])([O-:25])=[O:24].C(OCC)C>C1COCC1.O>[CH3:1][N:2]([CH2:4][CH2:5][C@H:6]([O:12][C:13]1[C:22]2[C:17](=[CH:18][CH:19]=[CH:20][CH:21]=2)[CH:16]=[CH:15][CH:14]=1)[C:7]1[S:8][CH:9]=[CH:10][CH:11]=1)[CH3:3].[C:23]([C@H:26]([C@@H:28]([C:30]([O-:32])=[O:31])[OH:29])[OH:27])([O-:25])=[O:24] |f:0.1,5.6|. Procedure details: (RS)—N,N-dimethyl-3-(naphthyloxy)-3-(2-thienyl)propylamine/D-tartrate (773 g, 1 mole) is dissolved in THF (1500 ml) with an addition of water (40 ml) under reflux. After gradual cooling down to ambient temperature, diethylether (300 ml) is added drop-wise to the mixture over 6 hours. The precipitated crystals are sucked off and washed with THF. Yield: 232 g (30%). Optical purity: 93% ee (CE). Starting materials: O=C(O)C(F)(F)C(F)(F)Br, [Cl-]. Product: O=C(Cl)C(F)(F)C(F)(F)Br. As a reaction SMILES: [Br:1][C:2]([C:3]([C:4](=[O:5])[OH:6])([F:7])[F:8])([F:9])[F:10].[Cl-:11]>>[Br:1][C:2]([C:3]([C:4](=[O:5])[Cl:11])([F:7])[F:8])([F:9])[F:10]. Reported procedure: In a manner analogous to the method described in example 163, {1-[(4S,5R)-2-(6-tert-butyl-4-ethoxy-pyridin-3-yl)-4,5-bis-(4-chloro-phenyl)-4,5-dimethyl-4,5-dihydro-imidazole-1-carbonyl]-piperidin-4-yl}-acetic acid was reacted with 1-isopropylpiperazine (Oakwood) to give the title product. LC-MS (ES+) 775 [(M+H)+]. Starting materials: C(C)(C)(C)C1=CC(=C(C=N1)C=1N([C@]([C@](N1)(C)C1=CC=C(C=C1)Cl)(C)C1=CC=C(C=C1)Cl)C(=O)N1CCC(CC1)CC(=O)O)OCC ({1-[(4S,5R)-2-(6-tert-butyl-4-ethoxy-pyridin-3-yl)-4,5-bis-(4-chloro-phenyl)-4,5-dimethyl-4,5-dihydro-imidazole-1-carbonyl]-piperidin-4-yl}-acetic acid), C(C)(C)N1CCNCC1 (1-isopropylpiperazine). RXN SMILES: [C:1]([C:5]1[N:10]=[CH:9][C:8]([C:11]2[N:12]([C:32]([N:34]3[CH2:39][CH2:38][CH:37]([CH2:40][C:41](O)=[O:42])[CH2:36][CH2:35]3)=[O:33])[C@@:13]([C:25]3[CH:30]=[CH:29][C:28]([Cl:31])=[CH:27][CH:26]=3)([CH3:24])[C@@:14]([C:17]3[CH:22]=[CH:21][C:20]([Cl:23])=[CH:19][CH:18]=3)([CH3:16])[N:15]=2)=[C:7]([O:44][CH2:45][CH3:46])[CH:6]=1)([CH3:4])([CH3:3])[CH3:2].[CH:47]([N:50]1[CH2:55][CH2:54][NH:53][CH2:52][CH2:51]1)([CH3:49])[CH3:48]>>[C:1]([C:5]1[N:10]=[CH:9][C:8]([C:11]2[N:12]([C:32]([N:34]3[CH2:39][CH2:38][CH:37]([CH2:40][C:41]([N:53]4[CH2:54][CH2:55][N:50]([CH:47]([CH3:49])[CH3:48])[CH2:51][CH2:52]4)=[O:42])[CH2:36][CH2:35]3)=[O:33])[C@@:13]([C:25]3[CH:30]=[CH:29][C:28]([Cl:31])=[CH:27][CH:26]=3)([CH3:24])[C@@:14]([C:17]3[CH:18]=[CH:19][C:20]([Cl:23])=[CH:21][CH:22]=3)([CH3:16])[N:15]=2)=[C:7]([O:44][CH2:45][CH3:46])[CH:6]=1)([CH3:2])([CH3:3])[CH3:4]. The product is C(C)(C)(C)C1=CC(=C(C=N1)C=1N([C@]([C@](N1)(C)C1=CC=C(C=C1)Cl)(C)C1=CC=C(C=C1)Cl)C(=O)N1CCC(CC1)CC(=O)N1CCN(CC1)C(C)C)OCC (2-{1-[(4S,5R)-2-(6-tert-Butyl-4-ethoxy-pyridin-3-yl)-4,5-bis-(4-chloro-phenyl)-4,5-dimethyl-4,5-dihydro-imidazole-1-carbonyl]-piperidin-4-yl}-1-(4-isopropyl-piperazin-1-yl)-ethanone). Starting materials: FC(C(=O)OC(C(F)(F)F)=O)(F)F (trifluoroacetic anhydride), C(=O)([O-])[O-].[K+].[K+] (K2CO3), ClC1=CC(=[N+](C=C1Cl)[O-])C (4,5-dichloro-2-methyl-pyridine-N-oxide), CO (methanol). The solvent is ClCCl (dichloromethane), O (H2O). Run at time 6 day. Product: ClC1=C(C(=NC=C1Cl)O)C (4,5-dichloro-2-hydroxy- methylpyridine). RXN SMILES: [Cl:1][C:2]1[C:7]([Cl:8])=[CH:6][N+:5]([O-])=[C:4](C)[CH:3]=1.FC(F)(F)C(OC(=O)C(F)(F)F)=O.CO.[C:26]([O-:29])([O-])=O.[K+].[K+]>ClCCl.O>[Cl:1][C:2]1[C:7]([Cl:8])=[CH:6][N:5]=[C:26]([OH:29])[C:3]=1[CH3:4] |f:3.4.5|. Procedure details: To a stirred and cooled solution of 4,5-dichloro-2-methyl-pyridine-N-oxide (8.54 g) in dichloromethane (110 ml) at 10°-15°, was added trifluoroacetic anhydride (12 ml) and the reaction mixture allowed to stand 6 days. The solution was cooled to 5°-10°, methanol added dropwise and the mixture stripped. The residue was treated with H2O (70 ml) basified to pH 9-10 (K2CO3) and extracted with chloroform. The extract was dried (K2CO3), stripped and the residue triturated with petrol to give 4,5-dichlo...